Dataset: the Open Reaction Database (ORD), a public repository of structured organic reaction records. Task: describe an organic reaction: reactants, conditions, products, and yield Starting materials: C1(=CC=CC=C1)S(=O)(=O)OCCC1=CC=CC2=CC=C(C=C12)OC (7-methoxy-1-naphthylethyl Benzene Sulfonate), C1(C=2C(C(N1)=O)=CC=CC2)=O.[K] (potassium phthalimide), CN(C=O)C (dimethylformamide). The solvent is O (water). Yields the product COC1=CC=C2C=CC=C(C2=C1)CCN1C(C=2C(C1=O)=CC=CC2)=O (N-[2-(7-methoxy-1-naphthyl)ethyl]phthalimide). Yield: 90.5%. Reaction SMILES: C1(S(O[CH2:11][CH2:12][C:13]2[C:22]3[C:17](=[CH:18][CH:19]=[C:20]([O:23][CH3:24])[CH:21]=3)[CH:16]=[CH:15][CH:14]=2)(=O)=O)C=CC=CC=1.[C:25]1(=[O:35])[NH:29][C:28](=[O:30])[C:27]2=[CH:31][CH:32]=[CH:33][CH:34]=[C:26]12.[K].CN(C)C=O>O>[CH3:24][O:23][C:20]1[CH:21]=[C:22]2[C:17]([CH:16]=[CH:15][CH:14]=[C:13]2[CH2:12][CH2:11][N:29]2[C:28](=[O:30])[C:27]3=[CH:31][CH:32]=[CH:33][CH:34]=[C:26]3[C:25]2=[O:35])=[CH:18][CH:19]=1 |f:1.2,^1:35|. Procedure details: The compound IV (14 g, 0.041 mol) produced as described above and potassium phthalimide (12.3 g, 0.0656 mol) were added into a reaction vessel, and dimethylformamide (200 ml) was added. The mixture was heated and refluxed for 2 hours. After cooling it to room temperature, 200 ml of water was added, and the mixture was stirred and filtered. The filter cake formed was washed with water and dried, to produce 12.3 g of N-[2-(7-methoxy-1-naphthyl)ethyl]phthalimide (II). The yield was 92.3%. The melti... Reaction SMILES: [CH3:3][c:4]1[cH:5][c:6]([N:10]2[CH2:11][CH2:12][CH:13]([NH2:16])[CH2:14][CH2:15]2)[n:7][cH:8][n:9]1.[CH3:47][N:48]1[CH2:49][CH2:50][CH2:51][C:52]1=[O:53].[CH:38]([N:39]([CH2:40][CH3:41])[CH:42]([CH3:43])[CH3:44])([CH3:45])[CH3:46].[Cl:17][c:18]1[n:19][c:20](-[c:28]2[cH:29][cH:30][c:31]([C:34]([F:35])([F:36])[F:37])[cH:32][cH:33]2)[cH:21][c:22]([C:24]([CH3:25])([CH3:26])[OH:27])[n:23]1.[ClH:1].[ClH:2].[OH2:54]>>[CH3:3][c:4]1[cH:5][c:6]([N:10]2[CH2:11][CH2:12][CH:13]([NH:16][c:18]3[n:19][c:20](-[c:28]4[cH:29][cH:30][c:31]([C:34]([F:35])([F:36])[F:37])[cH:32][cH:33]4)[cH:21][c:22]([C:24]([CH3:25])([CH3:26])[OH:27])[n:23]3)[CH2:14][CH2:15]2)[n:7][cH:8][n:9]1. Product: Cc1cc(N2CCC(Nc3nc(-c4ccc(C(F)(F)F)cc4)cc(C(C)(C)O)n3)CC2)ncn1. The reactants are Cc1cc(N2CCC(N)CC2)ncn1, CN1CCCC1=O, CCN(C(C)C)C(C)C, CC(C)(O)c1cc(-c2ccc(C(F)(F)F)cc2)nc(Cl)n1, Cl, Cl, O. The reactants are BrB(Br)Br, COc1ccc(Nc2nc3c(-c4ccc(S(C)(=O)=O)cc4)cccn3n2)cc1, CO, ClCCl. Product: CS(=O)(=O)c1ccc(-c2cccn3nc(Nc4ccc(O)cc4)nc23)cc1. Reaction SMILES: [B:29]([Br:30])([Br:31])[Br:32].[CH3:1][S:2](=[O:3])(=[O:4])[c:5]1[cH:6][cH:7][c:8](-[c:11]2[c:12]3[n:13]([cH:14][cH:15][cH:16]2)[n:17][c:18]([NH:20][c:21]2[cH:22][cH:23][c:24]([O:27][CH3:28])[cH:25][cH:26]2)[n:19]3)[cH:9][cH:10]1.[CH3:33][OH:34].[Cl:35][CH2:36][Cl:37]>>[CH3:1][S:2](=[O:3])(=[O:4])[c:5]1[cH:6][cH:7][c:8](-[c:11]2[c:12]3[n:13]([cH:14][cH:15][cH:16]2)[n:17][c:18]([NH:20][c:21]2[cH:22][cH:23][c:24]([OH:27])[cH:25][cH:26]2)[n:19]3)[cH:9][cH:10]1. The reactants are C1=C(OC=C(C1=O)O)CO (kojic acid), O.C1(=CC=C(C=C1)S(=O)(=O)O)C (p-toluenesulfonic acid monohydrate), [OH-].[Na+] (sodium hydroxide). Run in O1CCCC1 (tetrahydrofuran), O1CCCC=C1 (3,4-dihydro-2H-pyran). Reaction conditions: time 6 hour. Product: OC=1C(C=C(OC1)COC1OCCCC1)=O (5-hydroxy-2-((tetrahydro-2H-pyran-2-yloxy)methyl)-4H-pyran-4-one). The yield is 29265.2%. As a reaction SMILES: [CH:1]1[C:6](=[O:7])[C:5]([OH:8])=[CH:4][O:3][C:2]=1[CH2:9][OH:10].[OH2:11].[C:12]1(C)C=[CH:16][C:15](S(O)(=O)=O)=[CH:14][CH:13]=1.[OH-].[Na+]>O1CCCC1.O1C=CCCC1>[OH:8][C:5]1[C:6](=[O:7])[CH:1]=[C:2]([CH2:9][O:10][CH:16]2[CH2:15][CH2:14][CH2:13][CH2:12][O:11]2)[O:3][CH:4]=1 |f:1.2,3.4|. Reported procedure: To a suspension of 14.3 g of kojic acid in 57 mL of tetrahydrofuran, 11 mL of 3,4-dihydro-2H-pyran and 77 mg of p-toluenesulfonic acid monohydrate were added, and the mixture was stirred for 6 hours at room temperature. To the mixture, 1 mL of a 0.5 mol/L sodium hydroxide aqueous solution was added, and the solvent was evaporated under reduced pressure to give 26.8 g of 5-hydroxy-2-((tetrahydro-2H-pyran-2-yloxy)methyl)-4H-pyran-4-one as a light yellow solid. Reactants: CCOC(=O)Cc1cc(Cl)c(OCC2CC2)c(Br)c1, O=C([O-])[O-], [Cs+], [Cs+], OB(O)c1ccc(C(F)(F)F)cc1, CN(C)C=O, O, [Pd], c1ccc(P(c2ccccc2)c2ccccc2)cc1, c1ccc(P(c2ccccc2)c2ccccc2)cc1, c1ccc(P(c2ccccc2)c2ccccc2)cc1, c1ccc(P(c2ccccc2)c2ccccc2)cc1. Yields the product CCOC(=O)Cc1cc(Cl)c(OCC2CC2)c(-c2ccc(C(F)(F)F)cc2)c1. As a reaction SMILES: [Br:1][c:2]1[cH:3][c:4]([CH2:14][C:15](=[O:16])[O:17][CH2:18][CH3:19])[cH:5][c:6]([Cl:13])[c:7]1[O:8][CH2:9][CH:10]1[CH2:11][CH2:12]1.[C:33](=[O:34])([O-:35])[O-:36].[Cs+:37].[Cs+:38].[F:20][C:21]([c:22]1[cH:23][cH:24][c:25]([B:28]([OH:29])[OH:30])[cH:26][cH:27]1)([F:31])[F:32].[O:39]=[CH:40][N:41]([CH3:42])[CH3:43].[OH2:44].[Pd:121].[c:102]1([P:103]([c:104]2[cH:105][cH:106][cH:107][cH:108][cH:109]2)[c:110]2[cH:111][cH:112][cH:113][cH:114][cH:115]2)[cH:116][cH:117][cH:118][cH:119][cH:120]1.[c:45]1([P:46]([c:47]2[cH:48][cH:49][cH:50][cH:51][cH:52]2)[c:53]2[cH:54][cH:55][cH:56][cH:57][cH:58]2)[cH:59][cH:60][cH:61][cH:62][cH:63]1.[c:64]1([P:65]([c:66]2[cH:67][cH:68][cH:69][cH:70][cH:71]2)[c:72]2[cH:73][cH:74][cH:75][cH:76][cH:77]2)[cH:78][cH:79][cH:80][cH:81][cH:82]1.[c:83]1([P:84]([c:85]2[cH:86][cH:87][cH:88][cH:89][cH:90]2)[c:91]2[cH:92][cH:93][cH:94][cH:95][cH:96]2)[cH:97][cH:98][cH:99][cH:100][cH:101]1>>[c:2]1(-[c:25]2[cH:24][cH:23][c:22]([C:21]([F:20])([F:31])[F:32])[cH:27][cH:26]2)[cH:3][c:4]([CH2:14][C:15](=[O:16])[O:17][CH2:18][CH3:19])[cH:5][c:6]([Cl:13])[c:7]1[O:8][CH2:9][CH:10]1[CH2:11][CH2:12]1.